The task is: describe an organic reaction: reactants, conditions, products, and yield. This data is from the Open Reaction Database (ORD), a public repository of structured organic reaction records. Starting materials: BrBr, C=C(C)CSc1ccc(C)cc1. Yields the product Cc1ccc(SCC(C)CBr)cc1. RXN SMILES: [Br:13][Br:14].[c:1]1([CH3:12])[cH:2][cH:3][c:4]([S:7][CH2:8][C:9](=[CH2:10])[CH3:11])[cH:5][cH:6]1>>[c:1]1([CH3:12])[cH:2][cH:3][c:4]([S:7][CH2:8][CH:9]([CH2:10][Br:13])[CH3:11])[cH:5][cH:6]1. Starting materials: P(=O)([O-])([O-])[O-].[Na+].[Na+].[Na+] (sodium phosphate), Cl.NCCC1=CC=C(C=C1)O (tyramine hydrochloride). The solvent is CC(C)O (2-propanol). Run at time 17 hour. Product: NCCC1=CC=C(C=C1)O (Tyramine). Reaction SMILES: P([O-])([O-])([O-])=O.[Na+].[Na+].[Na+].Cl.[NH2:10][CH2:11][CH2:12][C:13]1[CH:18]=[CH:17][C:16]([OH:19])=[CH:15][CH:14]=1>CC(O)C>[NH2:10][CH2:11][CH2:12][C:13]1[CH:18]=[CH:17][C:16]([OH:19])=[CH:15][CH:14]=1 |f:0.1.2.3,4.5|. Procedure: Prepolymer F (low temperature) (5.09 gm, 2.19 meq NCO) was dissolved in 5.0 ml 2-propanol. This solution was added dropwise with stirring to 50.0 ml of 0.05M sodium phosphate (pH 7.0) containing 0.38 gm (2.19 mmoles) tyramine hydrochloride (Sigma Chemical Co.). The resulting turbid solution was stirred for 17 hours at room temperature. A 10.0 ml portion of the product was dialyzed against 500.0 ml water for 46 hours with 4 changes to remove unreacted free tyramine. The reactants are O=P12OP3(=O)OP(=O)(O1)OP(=O)(O2)O3 (P2O5), ClC(CC(C(C)C)O)CC(Cl)(Cl)Cl (5,7,7,7-tetrachloro-2-methyl-heptan-3-ol). The solvent is C(Cl)Cl (methylene-chloride), C(Cl)Cl (CH2Cl2). Yields the product ClC(CC=C(C)C)CC(Cl)(Cl)Cl (5,7,7,7-tetrachloro-2-methyl-2-heptene). Reaction SMILES: O=P12OP3(OP(OP(O3)(O1)=O)(=O)O2)=O.[Cl:15][CH:16]([CH2:23][C:24]([Cl:27])([Cl:26])[Cl:25])[CH2:17][CH:18](O)[CH:19]([CH3:21])[CH3:20]>C(Cl)Cl>[Cl:15][CH:16]([CH2:23][C:24]([Cl:25])([Cl:26])[Cl:27])[CH2:17][CH:18]=[C:19]([CH3:21])[CH3:20]. Procedure details: Into a 500 ml flask equipped with stirrer, dripping funnel and reflux condenser, there were introduced 12 g of P2O5 in 250 ml of methylene-chloride (CH2Cl2), then dropwise and under stirring, a solution of 10.8 g of 5,7,7,7-tetrachloro-2-methyl-heptan-3-ol (see Example 6) in 50 ml of CH2Cl2. The reactants are ClCCl, CO, O=CO, [OH-], [OH-], O, [Pd+2], CC(C)Cn1cnc2c(N(Cc3ccccc3)Cc3ccccc3)nc3ccccc3c21. Yields the product CC(C)Cn1cnc2c(N)nc3ccccc3c21. RXN SMILES: [CH2:36]([Cl:37])[Cl:38].[CH3:40][OH:41].[CH:33]([OH:34])=[O:35].[OH-:42].[OH-:44].[OH2:39].[Pd+2:43].[c:1]1([CH2:2][N:8]([CH2:3][c:4]2[cH:5][cH:6][cH:7][cH:26][cH:27]2)[c:9]2[n:10][c:11]3[cH:12][cH:13][cH:14][cH:15][c:16]3[c:17]3[c:18]2[n:19][cH:20][n:21]3[CH2:22][CH:23]([CH3:24])[CH3:25])[cH:28][cH:29][cH:30][cH:31][cH:32]1>>[NH2:8][c:9]1[n:10][c:11]2[cH:12][cH:13][cH:14][cH:15][c:16]2[c:17]2[c:18]1[n:19][cH:20][n:21]2[CH2:22][CH:23]([CH3:24])[CH3:25]. Run in C(Cl)Cl (methylene chloride), N1=CC=CC=C1 (pyridine), C(Cl)Cl (methylene chloride). RXN SMILES: [CH2:1]([N:8]1[C:16]2[C:11](=[CH:12][CH:13]=[CH:14][CH:15]=2)[C:10]([CH:17]=[CH:18][CH:19]=[CH:20][C:21](O)=[O:22])=[CH:9]1)[C:2]1[CH:7]=[CH:6][CH:5]=[CH:4][CH:3]=1.C(Cl)(=O)C(Cl)=O.[NH2:30][C:31]1[CH:41]=[CH:40][C:34]([C:35]([O:37][CH2:38][CH3:39])=[O:36])=[CH:33][CH:32]=1>C(Cl)Cl.CN(C)C=O.N1C=CC=CC=1>[C:35]([C:34]1[CH:33]=[CH:32][C:31]([NH:30][C:21](=[O:22])[CH:20]=[CH:19][CH:18]=[CH:17][C:10]2[C:11]3[C:16](=[CH:15][CH:14]=[CH:13][CH:12]=3)[N:8]([CH2:1][C:2]3[CH:7]=[CH:6][CH:5]=[CH:4][CH:3]=3)[CH:9]=2)=[CH:41][CH:40]=1)([O:37][CH2:38][CH3:39])=[O:36]. Reported procedure: To a suspension of 5-(1-benzylindol-3-yl)-2,4-pentadienoic acid (0.9 g, 2.9 mmol) in 20 ml of methylene chloride was added dropwise with stirring at room temperature 0.26 ml (0.38 g, 3 mmol) of oxalyl chloride, followed by four drops of N,N-dimethyl-formamide (DMF). The reaction mixture was stirred for an additional 90 min. and concentrated on rotary evaporator. The residue was dissolved in 10 ml of anhydrous methylene chloride and added dropwise to a solution of ethyl p-aminobenzoate (0.44 g, 2... Yield: 20.6%. Reactants: NC1=CC=C(C(=O)OCC)C=C1 (ethyl p-aminobenzoate), C(C(=O)Cl)(=O)Cl (oxalyl chloride), C(C1=CC=CC=C1)N1C=C(C2=CC=CC=C12)C=CC=CC(=O)O (5-(1-benzylindol-3-yl)-2,4-pentadienoic acid). Product: C(=O)(OCC)C1=CC=C(C=C1)NC(C=CC=CC1=CN(C2=CC=CC=C12)CC1=CC=CC=C1)=O (N-(4-Carbethoxyphenyl)-5-(1-benzylindol-3-yl)-2,4-Pentadienamide). Reaction conditions: time 90 minute. Reagents/catalysts: CN(C=O)C (N,N-dimethyl-formamide). The reactants are C(CCC(=O)[O-])(=O)OCC (ethyl succinate), C1(=CC=CC2=CC=CC=C12)C=O (1-naphthaldehyde), [H-].[Na+] (sodium hydride). Solvent: C(C)O (ethanol). Product: C(C)OC(=O)C(CC(=O)O)=CC1=CC=CC2=CC=CC=C12 (3-ethoxycarbonyl-4-(1-naphthyl)-3-butenoic acid). The yield is 83.0%. As a reaction SMILES: [C:1]([O:8][CH2:9][CH3:10])(=[O:7])[CH2:2][CH2:3][C:4]([O-:6])=[O:5].[C:11]1([CH:21]=O)[C:20]2[C:15](=[CH:16][CH:17]=[CH:18][CH:19]=2)[CH:14]=[CH:13][CH:12]=1.[H-].[Na+]>C(O)C>[CH2:9]([O:8][C:1]([C:2](=[CH:21][C:11]1[C:20]2[C:15](=[CH:16][CH:17]=[CH:18][CH:19]=2)[CH:14]=[CH:13][CH:12]=1)[CH2:3][C:4]([OH:6])=[O:5])=[O:7])[CH3:10] |f:2.3|. Procedure details: To a solution of 17.40 g of ethyl succinate and 15.62 g of 1-naphthaldehyde in 100 ml of absolute ethanol was added 6.00 g of sodium hydride (50% dispersion in mineral oil), and the mixture was heated under reflux for 3 hours. The reaction mixture was evaporated under reduced pressure, and water was added to the residue. The mixture was extracted with diethyl ether to remove neutral materials. The aqueous layer was acidified by adding concentrated hydrochloric acid, and extracted with diethyl et... Reactants: BrC1=CC=C(C=C1)C1=C(C(=NO1)C)CNC ([5-(4-bromo-phenyl)-3-methyl-isoxazol-4-ylmethyl]-methyl-amine), C(C)OC(=O)C1(CC1)C1=CC=C(C=C1)B1OC(C(O1)(C)C)(C)C (1-[4-(4,4,5,5-tetramethyl-[1,3,2]dioxaborolan-2-yl)-phenyl]-cyclopropanecarboxylic acid ethyl ester). Yields the product C(C)OC(=O)C1(CC1)C1=CC=C(C=C1)C1=CC=C(C=C1)C1=C(C(=NO1)C)CNC (1-[4′-(3-Methyl-4-methylaminomethyl-isoxazol-5-yl)-biphenyl-4-yl]-cyclopropanecarboxylic acid ethyl ester). RXN SMILES: Br[C:2]1[CH:7]=[CH:6][C:5]([C:8]2[O:12][N:11]=[C:10]([CH3:13])[C:9]=2[CH2:14][NH:15][CH3:16])=[CH:4][CH:3]=1.[CH2:17]([O:19][C:20]([C:22]1([C:25]2[CH:30]=[CH:29][C:28](B3OC(C)(C)C(C)(C)O3)=[CH:27][CH:26]=2)[CH2:24][CH2:23]1)=[O:21])[CH3:18]>>[CH2:17]([O:19][C:20]([C:22]1([C:25]2[CH:30]=[CH:29][C:28]([C:2]3[CH:7]=[CH:6][C:5]([C:8]4[O:12][N:11]=[C:10]([CH3:13])[C:9]=4[CH2:14][NH:15][CH3:16])=[CH:4][CH:3]=3)=[CH:27][CH:26]=2)[CH2:23][CH2:24]1)=[O:21])[CH3:18]. Reported procedure: Prepared according to the procedure described in Example 3, Step 5, using [5-(4-bromo-phenyl)-3-methyl-isoxazol-4-ylmethyl]-methyl-amine and 1-[4-(4,4,5,5-tetramethyl-[1,3,2]dioxaborolan-2-yl)-phenyl]-cyclopropanecarboxylic acid ethyl ester. The reactants are C(C=C)C1C(OC(O1)(C)C)CO ((5-Allyl-2,2-dimethyl-1,3-dioxolan-4-yl)methanol), C1=CC=C(C=C1)P(C2=CC=CC=C2)C3=CC=CC=C3 (PPh3), CCOC(=O)/N=N/C(=O)OCC (DEAD), C1(C=2C(C(N1)=O)=CC=CC2)=O (phthalimide). The solvent is C1CCOC1 (THF). Reaction conditions: time 20 minute. Yields the product C(C=C)C1C(OC(O1)(C)C)CN1C(C2=CC=CC=C2C1=O)=O (2-((5-allyl-2,2,-dimethyl-1,3-dioxolan-4-yl)methyl)isoindoline-1,3-dione). The yield is 96.3%. RXN SMILES: [CH2:1]([CH:4]1[O:8][C:7]([CH3:10])([CH3:9])[O:6][CH:5]1[CH2:11]O)[CH:2]=[CH2:3].C1C=CC(P(C2C=CC=CC=2)C2C=CC=CC=2)=CC=1.CCOC(/N=N/C(OCC)=O)=O.[C:44]1(=[O:54])[NH:48][C:47](=[O:49])[C:46]2=[CH:50][CH:51]=[CH:52][CH:53]=[C:45]12>C1COCC1>[CH2:1]([CH:4]1[O:8][C:7]([CH3:9])([CH3:10])[O:6][CH:5]1[CH2:11][N:48]1[C:44](=[O:54])[C:45]2[C:46](=[CH:50][CH:51]=[CH:52][CH:53]=2)[C:47]1=[O:49])[CH:2]=[CH2:3]. Procedure details: To a stirred solution of compound 2 (2.8 g, 16.3 mmol) in THF (120 mL) were added PPh3 (6.4 g, 24.4 mmol) and DEAD (40% in toluene, 10.6 mL, 24.3 mmol) at 0° C. After 20 min stirring, phthalimide (3.59 g, 24.4 mmol). The reaction mixture was stirred overnight at room temperature, concentrated, diluted with EtOAc (300 mL) and extracted with aq. NaHCO3 solution (100 mL). The organic layer was dried (Na2SO4), filtered and concentrated. The residue was purified by silica gel column chromatography (H... The reactants are C=CCN(C(=O)OCc1ccc([N+](=O)[O-])cc1)C1CCN(CC2CC(NC(=O)OC(C)(C)C)CC2c2ccccc2)CC1, O=C(Cl)c1ccc(F)cc1. The product is C=CCN(C(=O)OCc1ccc([N+](=O)[O-])cc1)C1CCN(CC2CC(NC(=O)c3ccc(F)cc3)CC2c2ccccc2)CC1. Reaction SMILES: [C:1]([O:2][C:6](=[O:7])[NH:8][CH:9]1[CH2:10][CH:11]([CH2:20][N:21]2[CH2:22][CH2:23][CH:24]([N:27]([CH2:28][CH:29]=[CH2:30])[C:31](=[O:32])[O:33][CH2:34][c:35]3[cH:36][cH:37][c:38]([N+:41](=[O:42])[O-:43])[cH:39][cH:40]3)[CH2:25][CH2:26]2)[CH:12]([c:14]2[cH:15][cH:16][cH:17][cH:18][cH:19]2)[CH2:13]1)([CH3:3])([CH3:4])[CH3:5].[F:44][c:45]1[cH:46][cH:47][c:48]([C:49]([Cl:50])=[O:51])[cH:52][cH:53]1>>[C:6](=[O:7])([NH:8][CH:9]1[CH2:10][CH:11]([CH2:20][N:21]2[CH2:22][CH2:23][CH:24]([N:27]([CH2:28][CH:29]=[CH2:30])[C:31](=[O:32])[O:33][CH2:34][c:35]3[cH:36][cH:37][c:38]([N+:41](=[O:42])[O-:43])[cH:39][cH:40]3)[CH2:25][CH2:26]2)[CH:12]([c:14]2[cH:15][cH:16][cH:17][cH:18][cH:19]2)[CH2:13]1)[c:48]1[cH:47][cH:46][c:45]([F:44])[cH:53][cH:52]1. Starting materials: O=C(CC(=O)OCCC#N)CCC (2-cyanoethyl 3-oxohexanoate), N\C(=C/C(=O)OC)\C (methyl 3-aminocrotonate), [N+](=O)([O-])C1=CC=C(C=O)C=C1 (4-nitrobenzaldehyde). Solvent: C(C)(C)O (isopropanol). Conditions: time 0.5 hour. The product is COC(=O)C=1C(C(=C(NC1C)CCC)C(=O)O)C1=CC=C(C=C1)[N+](=O)[O-] (1,4-Dihydro-5-methoxycarbonyl-6-methyl-4-(4-nitrophenyl)-2-propylpyridine-3-carboxylic Acid). Reaction SMILES: O=[C:2]([CH2:11][CH2:12][CH3:13])[CH2:3][C:4]([O:6]CCC#N)=[O:5].[NH2:14]/[C:15](/[CH3:21])=[CH:16]\[C:17]([O:19][CH3:20])=[O:18].[N+:22]([C:25]1[CH:32]=[CH:31][C:28]([CH:29]=O)=[CH:27][CH:26]=1)([O-:24])=[O:23]>C(O)(C)C>[CH3:20][O:19][C:17]([C:16]1[CH:29]([C:28]2[CH:31]=[CH:32][C:25]([N+:22]([O-:24])=[O:23])=[CH:26][CH:27]=2)[C:3]([C:4]([OH:6])=[O:5])=[C:2]([CH2:11][CH2:12][CH3:13])[NH:14][C:15]=1[CH3:21])=[O:18]. Procedure: A mixture of 2-cyanoethyl 3-oxohexanoate (11.9 mmol), methyl 3-aminocrotonate (11.9 mmol), and 4-nitrobenzaldehyde in 25 mL of isopropanol were heated at reflux temperature for 16 h, cooled, and the solvent was removed under reduced pressure. The residue was dissolved in 15 mL of dioxane (slightly warmed with a heat gun to dissolve the product) and 626 mg of NaOH in 15 mL of water was added to the reaction mixture. After 0.5 hrs, the maroon solution was concentrated to a small volume under reduc...